Dataset: the Open Reaction Database (ORD), a public repository of structured organic reaction records. Task: describe an organic reaction: reactants, conditions, products, and yield Reactants: Cc1ccc(C2c3c(C)c(Br)c(C)c(C)c3OC2(C)C)cc1, CC(=O)[O-], CC(=O)[O-], Cc1ccccc1, Cl, NCc1ccccc1, O, [Pd+2]. Reaction SMILES: [Br:8][c:9]1[c:10]([CH3:29])[c:11]([CH3:28])[c:12]2[c:13]([c:26]1[CH3:27])[CH:14]([c:19]1[cH:20][cH:21][c:22]([CH3:25])[cH:23][cH:24]1)[C:15]([CH3:17])([CH3:18])[O:16]2.[C:39]([O-:40])(=[O:41])[CH3:42].[C:44]([O-:45])(=[O:46])[CH3:47].[CH3:1][c:2]1[cH:3][cH:4][cH:5][cH:6][cH:7]1.[ClH:38].[NH2:30][CH2:31][c:32]1[cH:33][cH:34][cH:35][cH:36][cH:37]1.[OH2:48].[Pd+2:43]>>[c:9]1([NH:30][CH2:31][c:32]2[cH:33][cH:34][cH:35][cH:36][cH:37]2)[c:10]([CH3:29])[c:11]([CH3:28])[c:12]2[c:13]([c:26]1[CH3:27])[CH:14]([c:19]1[cH:20][cH:21][c:22]([CH3:25])[cH:23][cH:24]1)[C:15]([CH3:17])([CH3:18])[O:16]2. The product is Cc1ccc(C2c3c(C)c(NCc4ccccc4)c(C)c(C)c3OC2(C)C)cc1.